Task: describe an organic reaction: reactants, conditions, products, and yield. Dataset: the Open Reaction Database (ORD), a public repository of structured organic reaction records Reactants: C(C)OC(C1=CC=C(C=C1)N1CCC(CC1)OC1C=CCCC1)=O (4-[4-(2-cyclohexenyloxy)piperidin-1-yl]benzoic acid ethyl ester), [H][H] (hydrogen). The reagents and catalysts are [Pd] (palladium on carbon). The solvent is CO (methanol). The product is C(C)OC(C1=CC=C(C=C1)N1CCC(CC1)OC1CCCCC1)=O (4-(4-cyclohexyloxypiperidin-1-yl)benzoic acid ethyl ester). Yield: 61.9%. RXN SMILES: [CH2:1]([O:3][C:4](=[O:24])[C:5]1[CH:10]=[CH:9][C:8]([N:11]2[CH2:16][CH2:15][CH:14]([O:17][CH:18]3[CH2:23][CH2:22][CH2:21][CH:20]=[CH:19]3)[CH2:13][CH2:12]2)=[CH:7][CH:6]=1)[CH3:2].[H][H]>CO.[Pd]>[CH2:1]([O:3][C:4](=[O:24])[C:5]1[CH:6]=[CH:7][C:8]([N:11]2[CH2:12][CH2:13][CH:14]([O:17][CH:18]3[CH2:19][CH2:20][CH2:21][CH2:22][CH2:23]3)[CH2:15][CH2:16]2)=[CH:9][CH:10]=1)[CH3:2]. Procedure details: To a solution of 4-[4-(2-cyclohexenyloxy)piperidin-1-yl]benzoic acid ethyl ester (3.82 g) in methanol (80 ml) was added 10% palladium on carbon (1.0 g), and hydrogen gas at atmosphere pressure for 5 hours. The reaction mixture was filtered, and the filtrate was concentrated by evaporation under reduced pressure to give 4-(4-cyclohexyloxypiperidin-1-yl)benzoic acid ethyl ester (2.38 g). The reactants are [BH4-], CO, COC(=O)C1(C#N)CC12CCCC2, Cl[Co]Cl, [H][H], [Na+], O, O, O, O, O, O. Product: COC(=O)C1(CN)CC12CCCC2. Reaction SMILES: [BH4-:14].[CH3:18][OH:19].[CH3:1][O:2][C:3](=[O:4])[C:5]1([C:12]#[N:13])[CH2:6][C:7]12[CH2:8][CH2:9][CH2:10][CH2:11]2.[Co:26]([Cl:27])[Cl:28].[H:16][H:17].[Na+:15].[OH2:20].[OH2:21].[OH2:22].[OH2:23].[OH2:24].[OH2:25]>>[CH3:1][O:2][C:3](=[O:4])[C:5]1([CH2:12][NH2:13])[CH2:6][C:7]12[CH2:8][CH2:9][CH2:10][CH2:11]2. Starting materials: O=C(O)C1c2ccccc2Oc2ccccc21, COc1ccc(CN)cc1. The reagents and catalysts are CCN=C=NCCCN(C)C.Cl (EDC-HCl), CN1CCOCC1 (NMM), C1CC(=O)N(C1=O)O (N-Hydroxysuccinimide). The solvent is CN(C)C=O (DMF), CN(C)C=O (DMF), CN(C)C=O (DMF), CN(C)C=O (DMF), CN(C)C=O (DMF), CN(C)C=O (DMF). Conditions: temperature 25 celsius, time 2 hour. The product is COc1ccc(CNC(=O)C2c3ccccc3Oc3ccccc32)cc1. Isolated yield 63.4%. RXN SMILES: COc1ccc(CN)cc1.O=C(O)C1c2ccccc2Oc2ccccc21.CCN=C=NCCCN(C)C.Cl.C1CC(=O)N(C1=O)O.CN1CCOCC1.CN(C)C=O>>COc1ccc(CNC(=O)C2c3ccccc3Oc3ccccc32)cc1.